This data is from the Open Reaction Database (ORD), a public repository of structured organic reaction records. The task is: describe an organic reaction: reactants, conditions, products, and yield The reactants are Brc1ccc(Br)nc1, CCOC(C)=O, CNN. The product is CN(N)c1ccc(Br)cn1. Reaction SMILES: [Br:1][c:2]1[n:3][cH:4][c:5]([Br:8])[cH:6][cH:7]1.[CH3:12][CH2:13][O:14][C:15](=[O:16])[CH3:17].[CH3:9][NH:10][NH2:11]>>[c:2]1([N:10]([CH3:9])[NH2:11])[n:3][cH:4][c:5]([Br:8])[cH:6][cH:7]1. Starting materials: COCCCN1CCOc2ccc(COC3CN(C(=O)OCc4ccccc4)C(CCOS(C)(=O)=O)CC3c3ccc(OC)cc3)cc21, C[O-], CN(C)C=O, CO, COC(C)(C)C, [Na+]. Yields the product COCCCN1CCOc2ccc(COC3CN(C(=O)OCc4ccccc4)C(CCOC)CC3c3ccc(OC)cc3)cc21. Reaction SMILES: [CH2:1]([c:2]1[cH:3][cH:4][cH:5][cH:6][cH:7]1)[O:8][C:9](=[O:10])[N:11]1[CH:12]([CH2:42][CH2:43][O:44][S:45]([CH3:46])(=[O:47])=[O:48])[CH2:13][CH:14]([c:34]2[cH:35][cH:36][c:37]([O:40][CH3:41])[cH:38][cH:39]2)[CH:15]([O:17][CH2:18][c:19]2[cH:20][cH:21][c:22]3[c:23]([cH:33]2)[N:24]([CH2:28][CH2:29][CH2:30][O:31][CH3:32])[CH2:25][CH2:26][O:27]3)[CH2:16]1.[CH3:49][O-:50].[CH3:52][N:53]([CH3:54])[CH:55]=[O:56].[CH3:57][OH:58].[CH3:59][O:60][C:61]([CH3:62])([CH3:63])[CH3:64].[Na+:51]>>[CH2:1]([c:2]1[cH:3][cH:4][cH:5][cH:6][cH:7]1)[O:8][C:9](=[O:10])[N:11]1[CH:12]([CH2:42][CH2:43][O:44][CH3:49])[CH2:13][CH:14]([c:34]2[cH:35][cH:36][c:37]([O:40][CH3:41])[cH:38][cH:39]2)[CH:15]([O:17][CH2:18][c:19]2[cH:20][cH:21][c:22]3[c:23]([cH:33]2)[N:24]([CH2:28][CH2:29][CH2:30][O:31][CH3:32])[CH2:25][CH2:26][O:27]3)[CH2:16]1. Reactants: C(CCC)Br (butyl bromide), OC1=CC=C(C(=O)OCC)C=C1 (ethyl 4-hydroxybenzoate), C([O-])([O-])=O.[K+].[K+] (potassium carbonate), C(CC)OC=1C=C(C(=O)O)C=CC1 (3-Propoxy-benzoic acid). The product is C(CCC)OC1=CC=C(C(=O)O)C=C1 (4-butoxy-benzoic acid). As a reaction SMILES: [CH2:1](Br)[CH2:2][CH2:3][CH3:4].[OH:6][C:7]1[CH:17]=[CH:16][C:10]([C:11]([O:13]CC)=[O:12])=[CH:9][CH:8]=1.C(=O)([O-])[O-].[K+].[K+].C(OC1C=C(C=CC=1)C(O)=O)CC>>[CH2:1]([O:6][C:7]1[CH:17]=[CH:16][C:10]([C:11]([OH:13])=[O:12])=[CH:9][CH:8]=1)[CH2:2][CH2:3][CH3:4] |f:2.3.4|. Procedure: The reaction of butyl bromide and ethyl 4-hydroxybenzoate in the presence of potassium carbonate was performed as described for Compound 24 to give 4-butoxy-benzoic acid as white powder. 1H-NMR (400 MHz, d6-DMSO): 12.57 (s, COOH); 7.85 (d, J=8.8, 2 arom. H); 6.98 (d, J=8.8, 2 arom. H); 4.02 (t, CH3CH2CH2CH2O); 1.69 (m, CH3CH2CH2CH2O); 1.43 (m, CH3CH2CH2CH2O); 0.92 (t, CH3CH2CH2CH2O). 13C-NMR (100 MHz, d6-DMSO): 166.99 (—C═O); 162.29; 131.32 (2 arom. C); 122.77; 114.17 (2 arom. C); 67.45; 30.58; ... Starting materials: Cc1cc(Br)cnc1CCCCN, CC#N, O=[N+]([O-])c1ccc2c(c1)S(=O)(=O)N=C2Cl. Yields the product Cc1cc(Br)cnc1CCCCNC1=NS(=O)(=O)c2cc([N+](=O)[O-])ccc21. Reaction SMILES: [Br:1][c:2]1[cH:3][c:4]([CH3:13])[c:5]([CH2:8][CH2:9][CH2:10][CH2:11][NH2:12])[n:6][cH:7]1.[CH3:29][C:30]#[N:31].[Cl:14][C:15]1=[N:16][S:17](=[O:27])(=[O:28])[c:18]2[c:19]1[cH:20][cH:21][c:22]([N+:24](=[O:25])[O-:26])[cH:23]2>>[Br:1][c:2]1[cH:3][c:4]([CH3:13])[c:5]([CH2:8][CH2:9][CH2:10][CH2:11][NH:12][C:15]2=[N:16][S:17](=[O:27])(=[O:28])[c:18]3[c:19]2[cH:20][cH:21][c:22]([N+:24](=[O:25])[O-:26])[cH:23]3)[n:6][cH:7]1. The reactants are CC=1N=C(SC1)NCCNC(OC(C)(C)C)=O (tert-butyl N-[2-[(4-methylthiazol-2-yl)amino]ethyl]carbamate), Cl (HCl). Run in CC(=O)C (acetone). Reaction conditions: time 8 hour. Product: Cl.CC=1N=C(SC1)NCCN (N′-(4-Methylthiazol-2-yl)ethane-1,2-diamine hydrochloride). The yield is 88.6%. Reaction SMILES: [CH3:1][C:2]1[N:3]=[C:4]([NH:7][CH2:8][CH2:9][NH:10]C(=O)OC(C)(C)C)[S:5][CH:6]=1.[ClH:18]>CC(C)=O>[ClH:18].[CH3:1][C:2]1[N:3]=[C:4]([NH:7][CH2:8][CH2:9][NH2:10])[S:5][CH:6]=1 |f:3.4|. Reported procedure: To a solution of tert-butyl N-[2-[(4-methylthiazol-2-yl)amino]ethyl]carbamate (435 mg, 1.69 mmol) in acetone (20 mL) was added HCl (4N in dioxane, 2.6 mL, 10.40 mmol) and the reaction mixture was stirred at room temperature overnight. The resulting precipitate was isolated by filtration, washed with acetone and diethylether and allowed to dry at ambient conditions to yield 290 mg of an off-white solid (1.497 mmol, 89%). MS(ESI) m/z=158.1 [M+1]+. Starting materials: CC(N)C(=O)OC(C)(C)C, CCN(C(C)C)C(C)C, CCOC=O, ClCCl, Cl. Product: CC(NC=O)C(=O)OC(C)(C)C. RXN SMILES: [C:2]([CH3:3])([CH3:4])([CH3:5])[O:6][C:7]([CH:8]([NH2:9])[CH3:10])=[O:11].[CH:12]([N:13]([CH:14]([CH3:15])[CH3:16])[CH2:17][CH3:18])([CH3:19])[CH3:20].[CH:21](=[O:22])[O:23][CH2:24][CH3:25].[Cl:26][CH2:27][Cl:28].[ClH:1]>>[C:2]([CH3:3])([CH3:4])([CH3:5])[O:6][C:7]([CH:8]([NH:9][CH:21]=[O:22])[CH3:10])=[O:11]. Reactants: FC1=C(C=C(C(=C1)N1C=NC(=C1)C)OC)/C=C/C(=O)NNC(C(CCCCl)C1=CC(=C(C(=C1)F)F)F)=O (5-chloro-2-(3,4,5-trifluorophenyl)pentanoic acid N′-{(E)-3-[2-fluoro-5-methoxy-4-(4-methyl-1H-imidazol-1-yl)phenyl]acryloyl}hydrazide). The solvent is P(=O)(Cl)(Cl)Cl (phosphorus oxychloride). Product: ClCCCC(C1=CC(=C(C(=C1)F)F)F)C=1OC(=NN1)\C=C\C1=C(C=C(C(=C1)OC)N1C=NC(=C1)C)F (2-[4-chloro-1-(3,4,5-trifluorophenyl)butyl]-5-{(E)-2-[2-fluoro-5-methoxy-4-(4-methyl-1H-imidazol-1-yl)phenyl]vinyl}-[1,3,4]oxadiazole). Isolated yield 93.1%. As a reaction SMILES: [F:1][C:2]1[CH:7]=[C:6]([N:8]2[CH:12]=[C:11]([CH3:13])[N:10]=[CH:9]2)[C:5]([O:14][CH3:15])=[CH:4][C:3]=1/[CH:16]=[CH:17]/[C:18]([NH:20][NH:21][C:22](=[O:37])[CH:23]([C:28]1[CH:33]=[C:32]([F:34])[C:31]([F:35])=[C:30]([F:36])[CH:29]=1)[CH2:24][CH2:25][CH2:26][Cl:27])=O>P(Cl)(Cl)(Cl)=O>[Cl:27][CH2:26][CH2:25][CH2:24][CH:23]([C:22]1[O:37][C:18](/[CH:17]=[CH:16]/[C:3]2[CH:4]=[C:5]([O:14][CH3:15])[C:6]([N:8]3[CH:12]=[C:11]([CH3:13])[N:10]=[CH:9]3)=[CH:7][C:2]=2[F:1])=[N:20][N:21]=1)[C:28]1[CH:33]=[C:32]([F:34])[C:31]([F:35])=[C:30]([F:36])[CH:29]=1. Reported procedure: A solution of 5-chloro-2-(3,4,5-trifluorophenyl)pentanoic acid N′-{(E)-3-[2-fluoro-5-methoxy-4-(4-methyl-1H-imidazol-1-yl)phenyl]acryloyl}hydrazide (200 mg) in phosphorus oxychloride (2 mL) was stirred at 120° C. for 5.5 hours. The reaction solution was left to cool to room temperature and then concentrated under reduced pressure. Ethyl acetate and saturated sodium bicarbonate water were added to the residue, and the organic layer was separated. The resulting organic layer was dried over anhydro...